This data is from the Open Reaction Database (ORD), a public repository of structured organic reaction records. The task is: describe an organic reaction: reactants, conditions, products, and yield Reactants: CCCSC1=NC(=O)C(=Cc2ccc3c(cnn3Cc3ccc(Cl)cc3C(F)(F)F)c2)S1, CNC1CCCCNC1. Product: CNC1CCCCN(C2=NC(=O)C(=Cc3ccc4c(cnn4Cc4ccc(Cl)cc4C(F)(F)F)c3)S2)C1. As a reaction SMILES: [Cl:1][c:2]1[cH:3][c:4]([C:29]([F:30])([F:31])[F:32])[c:5]([CH2:6][n:7]2[n:8][cH:9][c:10]3[cH:11][c:12]([CH:16]=[C:17]4[C:18](=[O:26])[N:19]=[C:20]([S:22][CH2:23][CH2:24][CH3:25])[S:21]4)[cH:13][cH:14][c:15]23)[cH:27][cH:28]1.[NH:33]1[CH2:34][CH:35]([NH:40][CH3:41])[CH2:36][CH2:37][CH2:38][CH2:39]1>>[Cl:1][c:2]1[cH:3][c:4]([C:29]([F:30])([F:31])[F:32])[c:5]([CH2:6][n:7]2[n:8][cH:9][c:10]3[cH:11][c:12]([CH:16]=[C:17]4[C:18](=[O:26])[N:19]=[C:20]([N:33]5[CH2:34][CH:35]([NH:40][CH3:41])[CH2:36][CH2:37][CH2:38][CH2:39]5)[S:21]4)[cH:13][cH:14][c:15]23)[cH:27][cH:28]1. Starting materials: CCN=C=NCCCN(C)C, CC#N, Cl, CC(C)(C)OC(=O)N1CCNCC1, O=C(Nc1ccccc1)Nc1ccc(C(=O)O)cc1, On1nnc2ccccc21. The product is CC(C)(C)OC(=O)N1CCN(C(=O)c2ccc(NC(=O)Nc3ccccc3)cc2)CC1. RXN SMILES: [CH2:44]([N:45]=[C:46]=[N:47][CH2:48][CH2:49][CH2:50][N:51]([CH3:52])[CH3:53])[CH3:54].[CH3:55][C:56]#[N:57].[ClH:43].[N:20]1([C:26](=[O:27])[O:28][C:29]([CH3:30])([CH3:31])[CH3:32])[CH2:21][CH2:22][NH:23][CH2:24][CH2:25]1.[c:1]1([NH:7][C:8]([NH:9][c:10]2[cH:11][cH:12][c:13]([C:14](=[O:15])[OH:16])[cH:17][cH:18]2)=[O:19])[cH:2][cH:3][cH:4][cH:5][cH:6]1.[n:33]1([OH:34])[c:35]2[cH:36][cH:37][cH:38][cH:39][c:40]2[n:41][n:42]1>>[c:1]1([NH:7][C:8]([NH:9][c:10]2[cH:11][cH:12][c:13]([C:14](=[O:16])[N:23]3[CH2:22][CH2:21][N:20]([C:26](=[O:27])[O:28][C:29]([CH3:30])([CH3:31])[CH3:32])[CH2:25][CH2:24]3)[cH:17][cH:18]2)=[O:19])[cH:2][cH:3][cH:4][cH:5][cH:6]1. Starting materials: CC=1C=C(OC1C)C(O)C=1C=NC(=CC1)OC ((4,5-Dimethylfuran-2-yl)-(6-methoxypyridin-3-yl)-methanol). Reagents/catalysts: [O-2].[O-2].[Mn+4] (Manganese dioxide), [O-2].[O-2].[Mn+4] (Manganese dioxide). Solvent: C(Cl)(Cl)Cl (chloroform). Reaction conditions: time 8 hour. The product is CC=1C=C(OC1C)C(=O)C=1C=NC(=CC1)OC ((4,5-dimethylfuran-2-yl)-(6-methoxypyridin-3-yl)-methanone). The yield is 53.3%. RXN SMILES: [CH3:1][C:2]1[CH:3]=[C:4]([CH:8]([C:10]2[CH:11]=[N:12][C:13]([O:16][CH3:17])=[CH:14][CH:15]=2)[OH:9])[O:5][C:6]=1[CH3:7]>C(Cl)(Cl)Cl.[O-2].[O-2].[Mn+4]>[CH3:1][C:2]1[CH:3]=[C:4]([C:8]([C:10]2[CH:11]=[N:12][C:13]([O:16][CH3:17])=[CH:14][CH:15]=2)=[O:9])[O:5][C:6]=1[CH3:7] |f:2.3.4|. Reported procedure: (4,5-Dimethylfuran-2-yl)-(6-methoxypyridin-3-yl)-methanol (1.24 g) was dissolved in chloroform (30 ml) to prepare a solution. Manganese dioxide (4.63 g) was added to the solution, and the mixture was stirred at room temperature overnight. Manganese dioxide (4.63 g) was then added to the reaction solution, and the mixture was stirred for 6 hr. The reaction solution was filtered through Celite, and the solvent was removed from the filtrate by distillation under the reduced pressure to give (4,5-di... The reactants are C1(=CC(=CC=C1)CNCCCNCCCNC(OC(C)(C)C)=O)CNCCCNCCCNC(OC(C)(C)C)=O (Di-tert-butyl (((((1,3-phenylenebis(methylene))bis(azanediyl))bis(propane-3,1-diyl))bis(azanediyl))bis(propane-3,1-diyl))dicarbamate). Solvent: Cl (HCl). Run at time 2 hour. Yields the product C1(=CC(=CC=C1)CNCCCNCCCN)CNCCCNCCCN (N1,N1′-(1,3-Phenylenebis(methylene))bis(N3-(3-aminopropyl)propane-1,3-diamine)). The yield is 56.0%. As a reaction SMILES: [C:1]1([CH2:24][NH:25][CH2:26][CH2:27][CH2:28][NH:29][CH2:30][CH2:31][CH2:32][NH:33]C(=O)OC(C)(C)C)[CH:6]=[CH:5][CH:4]=[C:3]([CH2:7][NH:8][CH2:9][CH2:10][CH2:11][NH:12][CH2:13][CH2:14][CH2:15][NH:16]C(=O)OC(C)(C)C)[CH:2]=1>Cl>[C:1]1([CH2:24][NH:25][CH2:26][CH2:27][CH2:28][NH:29][CH2:30][CH2:31][CH2:32][NH2:33])[CH:6]=[CH:5][CH:4]=[C:3]([CH2:7][NH:8][CH2:9][CH2:10][CH2:11][NH:12][CH2:13][CH2:14][CH2:15][NH2:16])[CH:2]=1. Procedure: To the crude di-tert-butyl (((((1,3-phenylenebis(methylene))bis(azanediyl))-bis(propane-3,1-diyl))bis(azanediyl))bis(propane-3,1-diyl))dicarbamate from Step 1 was added methanolic HCl (150 mL, 1.0 M). The reaction mixture was stirred for 2 h and concentrated under reduced pressure. The solid was collected by vacuum filtration, and it was washed with Et2O (30 mL) and hot MeOH (30 mL) to afford the desired product (1.1 g, 56%) as a white solid. 1H NMR (500 MHz, D2O) δ ppm 7.62 (s, 4H), 4.36 (s, 4H...